Dataset: the Open Reaction Database (ORD), a public repository of structured organic reaction records. Task: describe an organic reaction: reactants, conditions, products, and yield Starting materials: C(=O)C1=CC=C(C=C(C1=O)OC)C(C)C (7-formyl-4-isopropyl-2-methoxy-2,4,6-cycloheptatrien-1-one), Cl (hydrochloric acid). Solvent: [OH-].[Na+] (sodium hydroxide). Run at time 8 hour. Yields the product C(=O)C1=CC=C(C=C(C1=O)O)C(C)C (7-formyl-4-isopropyl-2-hydroxy-2,4,6-cycloheptatrien-1-one), crystal. RXN SMILES: [CH:1]([C:3]1[C:9](=[O:10])[C:8]([O:11]C)=[CH:7][C:6]([CH:13]([CH3:15])[CH3:14])=[CH:5][CH:4]=1)=[O:2].Cl>[OH-].[Na+]>[CH:1]([C:3]1[C:9](=[O:10])[C:8]([OH:11])=[CH:7][C:6]([CH:13]([CH3:15])[CH3:14])=[CH:5][CH:4]=1)=[O:2] |f:2.3|. Procedure: 7-hydroxymethyl-4-isopropyl-2-methoxy-2,4,6-cycloheptatrien-1-one (20 g, 96 mmol) was dissolved in chloroform (300 ml), to which was added active manganese dioxide (80 g, 920 mmol) in several portions, and the resultant was stirred at room temperature for 4 hours. The insoluble matter was removed by filtration under reduced pressure, the filtrate was concentrated under reduced pressure and the resulting crude product was recrystallized from toluene to give 12.31 g of 7-formyl-4-isopropyl-2-metho... Reactants: O(C1=CC=CC=C1)C1=CC=C(C=C1)C1=CNC=2N=CN=C(C21)N (5-(4-phenoxyphenyl)-7H-pyrrolo[2,3-d]pyrimidin-4-ylamine), C1(OCCO1)=O (ethylene carbonate), [OH-].[Na+] (sodium hydroxide). The solvent is CN(C=O)C (N,N-dimethylformamide). Yields the product NC=1C2=C(N=CN1)N(C=C2C2=CC=C(C=C2)OC2=CC=CC=C2)CCO (2-[4-amino-5-(4-phenoxyphenyl)-7H-pyrrolo[2,3-d]pyrimidin-7-yl]ethanol). Reaction SMILES: [O:1]([C:8]1[CH:13]=[CH:12][C:11]([C:14]2[C:22]3[C:21]([NH2:23])=[N:20][CH:19]=[N:18][C:17]=3[NH:16][CH:15]=2)=[CH:10][CH:9]=1)[C:2]1[CH:7]=[CH:6][CH:5]=[CH:4][CH:3]=1.C1(=O)O[CH2:27][CH2:26][O:25]1.[OH-].[Na+]>CN(C)C=O>[NH2:23][C:21]1[C:22]2[C:14]([C:11]3[CH:10]=[CH:9][C:8]([O:1][C:2]4[CH:7]=[CH:6][CH:5]=[CH:4][CH:3]=4)=[CH:13][CH:12]=3)=[CH:15][N:16]([CH2:27][CH2:26][OH:25])[C:17]=2[N:18]=[CH:19][N:20]=1 |f:2.3|. Reported procedure: A mixture of 5-(4-phenoxyphenyl)-7H-pyrrolo[2,3-d]pyrimidin-4-ylamine (0.50 g), ethylene carbonate (0.16 g), N,N-dimethylformamide (20 ml) and a catalytic amount of sodium hydroxide powder was boiled under reflux for 1 hour. The mixture was evaporated under reduced pressure and the residue was triturated with water (30 ml). The mixture was filtered to give a solid which was purified by flash column chromatography on silica using ethyl acetate/industrial methylated spirit (9:1) as the mobile phas... As a reaction SMILES: [CH3:21][O-:22].[CH3:24][OH:25].[CH3:9][O:10][CH:11]([O:12][CH3:13])[O:14][CH3:15].[Na+:23].[S:16](=[O:17])(=[O:18])([OH:19])[OH:20].[n:1]1[cH:2][cH:3][c:4]([CH:7]=[O:8])[cH:5][cH:6]1>>[n:1]1[cH:2][cH:3][c:4]([CH:11]([O:10][CH3:9])[O:12][CH3:13])[cH:5][cH:6]1. Reactants: C[O-], CO, COC(OC)OC, [Na+], O=S(=O)(O)O, O=Cc1ccncc1. Product: COC(OC)c1ccncc1. As a reaction SMILES: [H-].[H-].[H-].[H-].[Li+].[Al+3].[Br:7][C:8]1[CH:13]=[CH:12][C:11]([C:14]2([C:21]3[CH:26]=[CH:25][CH:24]=[C:23]([O:27][CH3:28])[CH:22]=3)[CH2:19][NH:18][C:17](=O)[CH2:16][O:15]2)=[CH:10][CH:9]=1.[OH-].[Na+]>C1COCC1>[Br:7][C:8]1[CH:9]=[CH:10][C:11]([C:14]2([C:21]3[CH:26]=[CH:25][CH:24]=[C:23]([O:27][CH3:28])[CH:22]=3)[O:15][CH2:16][CH2:17][NH:18][CH2:19]2)=[CH:12][CH:13]=1 |f:0.1.2.3.4.5,7.8|. The solvent is C1CCOC1 (THF), C1CCOC1 (THF). Run at temperature 0 celsius, time 16 hour. The reactants are [OH-].[Na+] (NaOH), [H-].[H-].[H-].[H-].[Li+].[Al+3] (LAH), BrC1=CC=C(C=C1)C1(OCC(NC1)=O)C1=CC(=CC=C1)OC (6-(4-bromo-phenyl)-6-(3-methoxy-phenyl)-morpholin-3-one). The product is BrC1=CC=C(C=C1)C1(CNCCO1)C1=CC(=CC=C1)OC (2-(4-bromophenyl)-2-(3-methoxy-phenyl)-morpholine). Isolated yield 87.7%. Reported procedure: To a solution of LAH in THF (1M, 13.9 mL) at 0° C. was added a solution of 6-(4-bromo-phenyl)-6-(3-methoxy-phenyl)-morpholin-3-one (3.34 g, 9.23 mmol) in THF (15 mL). The reaction mixture was stirred at 0° C. for 1 h and at room temperature for 16 h. To the mixture was added H20 (6.2 mL) followed by addition of 15% aqueous NaOH (6.2 mL) and H20 (7 mL). The mixture was filtered through celite and the celite was washed with EtOAc (50 mL). The filtrate was dried over MgSO4 and concentrated to affor... Starting materials: CC(=O)CCCC1=CC(=O)OC(C)(C)O1, O. Yields the product CC(O)CCCC1=CC(=O)OC(C)(C)O1. As a reaction SMILES: [CH3:1][C:2]1([CH3:15])[O:3][C:4]([CH2:9][CH2:10][CH2:11][C:12]([CH3:13])=[O:14])=[CH:5][C:6](=[O:8])[O:7]1.[OH2:16]>>[CH3:1][C:2]1([CH3:15])[O:3][C:4]([CH2:9][CH2:10][CH2:11][CH:12]([CH3:13])[OH:14])=[CH:5][C:6](=[O:8])[O:7]1. The reactants are COC1=C(SC=C1)C(=O)O (3-methoxy-2-thiophene carboxylic acid), NC(CO)(C)C (2-amino-2-methyl-1-propanol). Solvent: S(=O)(Cl)Cl (thionyl chloride), C(Cl)Cl (methylene chloride). Conditions: time 12 hour. The product is CC1(NC(OC1)C=1SC=CC1OC)C (3,4-Dihydro-4,4-dimethyl-2-(3-methoxy-2-thienyl)-oxazole). RXN SMILES: [CH3:1][O:2][C:3]1[CH:7]=[CH:6][S:5][C:4]=1[C:8]([OH:10])=O.[NH2:11][C:12]([CH3:16])([CH3:15])[CH2:13]O>S(Cl)(Cl)=O.C(Cl)Cl>[CH3:13][C:12]1([CH3:16])[CH2:15][O:10][CH:8]([C:4]2[S:5][CH:6]=[CH:7][C:3]=2[O:2][CH3:1])[NH:11]1. Procedure details: 50.2 g (0.32 moles) of 3-methoxy-2-thiophene carboxylic acid are refluxed in 300 ml of thionyl chloride for 2 hours, the reaction solution is evaporated in vacuo, the crystalline residue (56 g) is dissolved in 250 ml of methylene chloride and added dropwise with stirring to a solution of 57 g (0.64 moles) of 2-amino-2-methyl-1-propanol in 200 ml of methylene chloride at 0° C. within 1/2 hour. After 12 hours of stirring at room temperature, the solution is concentrated under vacuum, cooled, the p...